This data is from the Open Reaction Database (ORD), a public repository of structured organic reaction records. The task is: describe an organic reaction: reactants, conditions, products, and yield Reactants: COC(=O)C12CC3CC(C1)CC(C(=O)OC)(C3)C2, CC(C)C[Al+]CC(C)C, [H-], [Mg+2], [Na+], O=S(=O)([O-])[O-], C1CCOC1, [OH-], O. The product is COC(=O)C12CC3CC(CC(CO)(C3)C1)C2. Reaction SMILES: [C:1]12([C:15](=[O:16])[O:17][CH3:18])[CH2:2][C:3]3([C:11](=[O:12])[O:13][CH3:14])[CH2:4][CH:5]([CH2:6][CH:7]([CH2:8]1)[CH2:9]3)[CH2:10]2.[CH2:20]([Al+:21][CH2:22][CH:23]([CH3:24])[CH3:25])[CH:26]([CH3:27])[CH3:28].[H-:19].[Mg+2:31].[Na+:30].[O-:32][S:33](=[O:34])(=[O:35])[O-:36].[O:37]1[CH2:38][CH2:39][CH2:40][CH2:41]1.[OH-:29].[OH2:42]>>[C:1]12([CH2:15][OH:16])[CH2:2][C:3]3([C:11](=[O:12])[O:13][CH3:14])[CH2:4][CH:5]([CH2:6][CH:7]([CH2:8]1)[CH2:9]3)[CH2:10]2.